Dataset: the Open Reaction Database (ORD), a public repository of structured organic reaction records. Task: describe an organic reaction: reactants, conditions, products, and yield Starting materials: CC1=NC(=C(C(N1)=O)CCC(=O)OCC)C(F)(F)F (ethyl 3-(2-methyl-6-trifluoromethyl-3H-pyrimidine-4-on-5-yl)propionate), C(C)N(C1=CC=CC=C1)CC (N,N-diethylaniline), O=P(Cl)(Cl)Cl (POCl3). The product is ClC1=NC(=NC(=C1CCC(=O)OCC)C(F)(F)F)C (Ethyl 3-(4-Chloro-2-methyl-6-trifluoromethylpyrimidin-5-yl)propionate). Reaction SMILES: [CH3:1][C:2]1[NH:7][C:6](=O)[C:5]([CH2:9][CH2:10][C:11]([O:13][CH2:14][CH3:15])=[O:12])=[C:4]([C:16]([F:19])([F:18])[F:17])[N:3]=1.C(N(CC)C1C=CC=CC=1)C.O=P(Cl)(Cl)[Cl:33]>>[Cl:33][C:6]1[C:5]([CH2:9][CH2:10][C:11]([O:13][CH2:14][CH3:15])=[O:12])=[C:4]([C:16]([F:19])([F:18])[F:17])[N:3]=[C:2]([CH3:1])[N:7]=1. Procedure details: A mixture of ethyl 3-(2-methyl-6-trifluoromethyl-3H-pyrimidine-4-on-5-yl)propionate (0.61 g, 2.20 mmol), N,N-diethylaniline (0.33 g, 2.2 mmol), and POCl3 (8 mL) was heated under reflux for 2 h. The mixture was concentrated, poured onto ice, and extracted with ether. The combined extracts were dried (MgSO4) and concentrated to give 0.65 g of product as a brown oil. The reactants are COC=1C=C(CN)C=CC1 (3-methoxybenzylamine), ClCC1=CC=C(C(=O)Cl)C=C1 (4-chloromethylbenzoyl chloride). Product: ClCC1=CC=C(C(=O)NCC2=CC(=CC=C2)OC)C=C1 (4-Chloromethyl-N-(3-methoxybenzyl)benzamide). Yield: 83.9%. Reaction SMILES: [CH3:1][O:2][C:3]1[CH:4]=[C:5]([CH:8]=[CH:9][CH:10]=1)[CH2:6][NH2:7].[Cl:11][CH2:12][C:13]1[CH:21]=[CH:20][C:16]([C:17](Cl)=[O:18])=[CH:15][CH:14]=1>>[Cl:11][CH2:12][C:13]1[CH:21]=[CH:20][C:16]([C:17]([NH:7][CH2:6][C:5]2[CH:8]=[CH:9][CH:10]=[C:3]([O:2][CH3:1])[CH:4]=2)=[O:18])=[CH:15][CH:14]=1. Procedure details: Using 3-methoxybenzylamine (754 mg, 5.39 mmol) and 4-chloromethylbenzoyl chloride (1.17 g, 6.0 mmol), the procedure of Reference Example 13 was repeated to obtain 1.31 g (83.9%) of the title compound in the form of colorless crystals. The reactants are C(C1=CC=CC=C1)Br (benzyl bromide), C(C1=CC=CC=C1)(C1=CC=CC=C1)(C1=CC=CC=C1)NC1C(NCCCC1)=O (3-(tritylamino)-2-azepanone), [H-].[Na+] (sodium hydride), C(C)(C)(C)O (t-butanol). The reagents and catalysts are [I-].C(CCC)[N+](CCCC)(CCCC)CCCC (tetra-n-butylammonium iodide). Solvent: O (water), O1CCCC1 (tetrahydrofuran), O1CCCC1 (tetrahydrofuran), O (water). Run at time 30 minute. The product is C(C1=CC=CC=C1)N1C(C(CCCC1)NC(C1=CC=CC=C1)(C1=CC=CC=C1)C1=CC=CC=C1)=O (1-benzyl-3-(tritylamino)-2-azepanone). Isolated yield 62.7%. Reaction SMILES: [C:1]([NH:20][CH:21]1[CH2:27][CH2:26][CH2:25][CH2:24][NH:23][C:22]1=[O:28])([C:14]1[CH:19]=[CH:18][CH:17]=[CH:16][CH:15]=1)([C:8]1[CH:13]=[CH:12][CH:11]=[CH:10][CH:9]=1)[C:2]1[CH:7]=[CH:6][CH:5]=[CH:4][CH:3]=1.[H-].[Na+].[CH2:31](Br)[C:32]1[CH:37]=[CH:36][CH:35]=[CH:34][CH:33]=1.C(O)(C)(C)C>O1CCCC1.[I-].C([N+](CCCC)(CCCC)CCCC)CCC.O>[CH2:31]([N:23]1[CH2:24][CH2:25][CH2:26][CH2:27][CH:21]([NH:20][C:1]([C:14]2[CH:15]=[CH:16][CH:17]=[CH:18][CH:19]=2)([C:8]2[CH:9]=[CH:10][CH:11]=[CH:12][CH:13]=2)[C:2]2[CH:7]=[CH:6][CH:5]=[CH:4][CH:3]=2)[C:22]1=[O:28])[C:32]1[CH:37]=[CH:36][CH:35]=[CH:34][CH:33]=1 |f:1.2,6.7|. Procedure: To a suspension of 3-(tritylamino)-2-azepanone (2.85 g, 7.69 mmol) in tetrahydrofuran (30 ml) was added 60%-sodium hydride (462 mg, 11.6 mmol) at 0° C., and then stirred at room temperature for 30 minutes. Subsequently, a solution of benzyl bromide (1.0 ml, 8.41 mmol) in tetrahydrofuran (5 ml) was added dropwise thereto at room temperature over a period of 3 minutes, followed by adding thereto tetra-n-butylammonium iodide (57 mg, 0.15 mmol), and the resulting mixture was stirred at room temperat... The reactants are Cc1ccccc1, [Na+], [Na+], O=C([O-])[O-], Cc1cccc(-c2cccc(-c3nc(C)cc(O)n3)n2)c1, O=P(Cl)(Cl)Cl. Yields the product Cc1cccc(-c2cccc(-c3nc(C)cc(Cl)n3)n2)c1. RXN SMILES: [CH3:33][c:34]1[cH:35][cH:36][cH:37][cH:38][cH:39]1.[Na+:27].[Na+:28].[O-:29][C:30](=[O:31])[O-:32].[OH:1][c:2]1[n:3][c:4](-[c:9]2[n:10][c:11](-[c:15]3[cH:16][c:17]([CH3:21])[cH:18][cH:19][cH:20]3)[cH:12][cH:13][cH:14]2)[n:5][c:6]([CH3:8])[cH:7]1.[P:22]([Cl:23])([Cl:24])([Cl:25])=[O:26]>>[c:2]1([Cl:24])[n:3][c:4](-[c:9]2[n:10][c:11](-[c:15]3[cH:16][c:17]([CH3:21])[cH:18][cH:19][cH:20]3)[cH:12][cH:13][cH:14]2)[n:5][c:6]([CH3:8])[cH:7]1. Reactants: ClC(Cl)Cl, [N-]=[N+]=[N-], [Na+], O=C1CCCN1C12CC3CC(C1)C(C(=O)O)(C3)C2, O, O=S(=O)(O)O. Product: NC12CC3CC1CC(N1CCCC1=O)(C3)C2. Reaction SMILES: [Cl:28][CH:29]([Cl:30])[Cl:31].[N-:24]=[N+:25]=[N-:26].[Na+:27].[O:1]=[C:2]1[N:3]([C:7]23[CH2:8][C:9]4([C:16]([OH:17])=[O:18])[CH2:10][CH:11]([CH2:12][CH:13]4[CH2:14]2)[CH2:15]3)[CH2:4][CH2:5][CH2:6]1.[OH2:32].[S:19](=[O:20])(=[O:21])([OH:22])[OH:23]>>[O:1]=[C:2]1[N:3]([C:7]23[CH2:8][C:9]4([NH2:24])[CH2:10][CH:11]([CH2:12][CH:13]4[CH2:14]2)[CH2:15]3)[CH2:4][CH2:5][CH2:6]1. Reactants: CC(C)([O-])C.[K+] (Potassium tert-butoxide), ClC1=NC(=CC=C1)C(F)(F)F (2-Chloro-6-trifluoromethylpyridine), Cl (HCl). Solvent: C(C)(C)(C)O (tert-butyl alcohol). The product is FC(C1=CC=CC(=N1)O)(F)F (6-trifluoromethyl-2-pyridinol). The yield is 62.2%. RXN SMILES: Cl[C:2]1[CH:7]=[CH:6][CH:5]=[C:4]([C:8]([F:11])([F:10])[F:9])[N:3]=1.CC(C)([O-:15])C.[K+].Cl>C(O)(C)(C)C>[F:9][C:8]([F:11])([F:10])[C:4]1[N:3]=[C:2]([OH:15])[CH:7]=[CH:6][CH:5]=1 |f:1.2|. Procedure details: 2-Chloro-6-trifluoromethylpyridine (5.0 g, 27.6 mmol) was dissolved in tert-butyl alcohol (135 mL). Potassium tert-butoxide (25.0 g, 220 mmol) was added and the mixture was refluxed under nitrogen for 20 h. After cooling, cold 3N HCl was carefully added to the flask until the pH was approximately 1-2. The resulting solution was extracted several times with methylene chloride. The organic layers were dried (MgSO4) and evaporated. This residue was then treated with trifluoroacetic acid 1.5 mL) at ... The reactants are CCONC(=O)c1ccncc1Nc1ccc(Br)cc1C, ClCCl, O=C(OO)c1cccc(Cl)c1. The product is CCONC(=O)c1cc[n+]([O-])cc1Nc1ccc(Br)cc1C. Reaction SMILES: [Br:1][c:2]1[cH:3][c:4]([CH3:21])[c:5]([NH:8][c:9]2[c:10]([C:11](=[O:12])[NH:13][O:14][CH2:15][CH3:16])[cH:17][cH:18][n:19][cH:20]2)[cH:6][cH:7]1.[Cl:33][CH2:34][Cl:35].[OH:22][O:23][C:24]([c:25]1[cH:26][c:27]([Cl:28])[cH:29][cH:30][cH:31]1)=[O:32]>>[Br:1][c:2]1[cH:3][c:4]([CH3:21])[c:5]([NH:8][c:9]2[c:10]([C:11](=[O:12])[NH:13][O:14][CH2:15][CH3:16])[cH:17][cH:18][n+:19]([O-:22])[cH:20]2)[cH:6][cH:7]1. The reactants are ice water, C(C)(=O)O[C@@H](C(C=[N+]=[N-])=O)[C@@H](OC(C)=O)[C@@H](OC(C)=O)COC(C)=O (1-deoxy-1-diazo-keto-L-fructose tetracetate), C(C)(=O)OC(C)=O (acetic anhydride), cupric acetate, C(C)(=O)OC(C)=O (acetic anhydride). The reagents and catalysts are [Cl-].[Zn+2].[Cl-] (zinc chloride). The solvent is C(C)(=O)O (acetic acid). Reaction conditions: temperature 50 celsius, time 8 hour. Yields the product C(C)(=O)OCC(=O)[C@H](OC(C)=O)[C@@H](OC(C)=O)[C@@H](OC(C)=O)COC(C)=O (Keto-L-fructose pentacetate). The yield is 156.9%. As a reaction SMILES: [C:1]([O:4][C@H:5]([C@H:11]([C@H:16]([CH2:21][O:22][C:23](=[O:25])[CH3:24])[O:17][C:18](=[O:20])[CH3:19])[O:12][C:13](=[O:15])[CH3:14])[C:6](=[O:10])[CH:7]=[N+]=[N-])(=[O:3])[CH3:2].[C:26]([O:29]C(=O)C)(=[O:28])[CH3:27]>[Cl-].[Zn+2].[Cl-].C(O)(=O)C>[C:26]([O:29][CH2:7][C:6]([C@@H:5]([C@H:11]([C@H:16]([CH2:21][O:22][C:23](=[O:25])[CH3:24])[O:17][C:18](=[O:20])[CH3:19])[O:12][C:13](=[O:15])[CH3:14])[O:4][C:1](=[O:3])[CH3:2])=[O:10])(=[O:28])[CH3:27] |f:2.3.4|. Procedure: A solution of 10 grams of 1-deoxy-1-diazo-keto-L-fructose tetracetate and 0.01 gram of cupric acetate in 300 ml. of anhydrous acetic acid in a 2 liter flask was heated gently and after the initial violent evolution of gas had subsided, was brought just to the boiling point. The solvent was removed by distillation under reduced pressure, the final portion was removed by distillation with ethanol. The resulting syrup was dissolved in 15 ml. of ethanol, filtered and allowed to crystallize overnight...